Dataset: the Open Reaction Database (ORD), a public repository of structured organic reaction records. Task: describe an organic reaction: reactants, conditions, products, and yield The reactants are C(#N)C(C1=CC=CC=C1)(C1=CC=CC=C1)C1CNCCC1 (3-(R,S)-(1-cyano-1,1-diphenylmethyl)piperidine), C1OC=2C=C(CCl)C=CC2O1 (3,4-methylenedioxybenzyl chloride), C([O-])([O-])=O.[K+].[K+] (potassium carbonate). Run in C(C)#N (acetonitrile). Product: C(#N)C(C1=CC=CC=C1)(C1=CC=CC=C1)C1CN(CCC1)CC1=CC2=C(C=C1)OCO2 (3-(R, S)-(1-cyano-1,1-diphenylmethyl)-1-(3,4-methylenedioxybenzyl)piperidine). As a reaction SMILES: [C:1]([C:3]([CH:16]1[CH2:21][CH2:20][CH2:19][NH:18][CH2:17]1)([C:10]1[CH:15]=[CH:14][CH:13]=[CH:12][CH:11]=1)[C:4]1[CH:9]=[CH:8][CH:7]=[CH:6][CH:5]=1)#[N:2].[CH2:22]1[O:32][C:31]2[CH:30]=[CH:29][C:26]([CH2:27]Cl)=[CH:25][C:24]=2[O:23]1.C(=O)([O-])[O-].[K+].[K+]>C(#N)C>[C:1]([C:3]([CH:16]1[CH2:21][CH2:20][CH2:19][N:18]([CH2:27][C:26]2[CH:29]=[CH:30][C:31]3[O:32][CH2:22][O:23][C:24]=3[CH:25]=2)[CH2:17]1)([C:10]1[CH:11]=[CH:12][CH:13]=[CH:14][CH:15]=1)[C:4]1[CH:9]=[CH:8][CH:7]=[CH:6][CH:5]=1)#[N:2] |f:2.3.4|. Procedure details: A mixture containing 3-(R,S)-(1-cyano-1,1-diphenylmethyl)piperidine (0.27 g), 3,4-methylenedioxybenzyl chloride (0.18 g), anhydrous potassium carbonate (0.3 g) and acetonitrile (10 ml) was heated under reflux for 16 hours. The mixture was partitioned between dichloromethane (30 ml) and 10% aqueous sodium carbonate (30 ml), the layers separated, and the aqueous layer extracted with dichloromethane (2×30 ml). The combined dichloromethane extracts were dried (MgSO4) and concentrated in vacuo to giv... The product is CC(C)(N)C#Cc1ccc(B2OC(C)(C)C(C)(C)O2)cc1. Starting materials: C#CC(C)(C)N, CC1(C)OB(c2ccc(Br)cc2)OC1(C)C, Cl[Pd]Cl, c1ccc(P(c2ccccc2)c2ccccc2)cc1, c1ccc(P(c2ccccc2)c2ccccc2)cc1. As a reaction SMILES: [CH3:17][C:18]([C:19]#[CH:20])([CH3:21])[NH2:22].[CH3:1][C:2]1([CH3:16])[O:3][B:4]([c:9]2[cH:10][cH:11][c:12]([Br:15])[cH:13][cH:14]2)[O:5][C:6]1([CH3:7])[CH3:8].[Pd:23]([Cl:24])[Cl:25].[c:26]1([P:27]([c:28]2[cH:29][cH:30][cH:31][cH:32][cH:33]2)[c:34]2[cH:35][cH:36][cH:37][cH:38][cH:39]2)[cH:40][cH:41][cH:42][cH:43][cH:44]1.[c:45]1([P:46]([c:47]2[cH:48][cH:49][cH:50][cH:51][cH:52]2)[c:53]2[cH:54][cH:55][cH:56][cH:57][cH:58]2)[cH:59][cH:60][cH:61][cH:62][cH:63]1>>[CH3:1][C:2]1([CH3:16])[O:3][B:4]([c:9]2[cH:10][cH:11][c:12]([C:20]#[C:19][C:18]([CH3:17])([CH3:21])[NH2:22])[cH:13][cH:14]2)[O:5][C:6]1([CH3:7])[CH3:8]. Reactants: Cl (hydrogen chloride), solution, COC=1C=C2CC(C2=CC1OC)CNC(CCCCC(=O)NCCC1=CC=CC=C1)=O (N-[(3,4-Dimethoxybicyclo-[4.2.0]-octa-1,3,5-triene-7-yl)methyl]-N'-(2-phenylethyl)hexane-1,6-diamide), CO (methanol). The solvent is O1CCCC1 (tetrahydrofuran). The product is Cl.Cl.COC=1C=C2CC(C2=CC1OC)CNCCCCCCNCCC1=CC=CC=C1 (N-[(3,4-Dimethoxybicyclo-[4,2,0]-octa-1,3,5-triene-7-yl)methyl]-N'-(2-phenylethyl)-hexane-1,6-diamine dihydrochloride). RXN SMILES: [CH3:1][O:2][C:3]1[CH:4]=[C:5]2[C:8](=[CH:9][C:10]=1[O:11][CH3:12])[CH:7]([CH2:13][NH:14][C:15](=O)[CH2:16][CH2:17][CH2:18][CH2:19][C:20]([NH:22][CH2:23][CH2:24][C:25]1[CH:30]=[CH:29][CH:28]=[CH:27][CH:26]=1)=O)[CH2:6]2.CO.[ClH:34]>O1CCCC1>[ClH:34].[ClH:34].[CH3:1][O:2][C:3]1[CH:4]=[C:5]2[C:8](=[CH:9][C:10]=1[O:11][CH3:12])[CH:7]([CH2:13][NH:14][CH2:15][CH2:16][CH2:17][CH2:18][CH2:19][CH2:20][NH:22][CH2:23][CH2:24][C:25]1[CH:26]=[CH:27][CH:28]=[CH:29][CH:30]=1)[CH2:6]2 |f:4.5.6|. Reported procedure: A 1 molar solution of borane-tetrahydrofuran complex (75.5 ml) was added to a solution of the product of step (a) (8.0 g) in tetrahydrofuran (160 ml) under an inert atmosphere. The solution was heated at reflux overnight, cooled to room temperature, and methanol (50 ml) cautiously added. When all effervescence had ceased, methanolic hydrogen chloride (50 ml) was added, and the mixture refluxed for an hour. The suspension was reduced to dryness giving a white solid which was crystallised from aqu... Starting materials: NC1=C(C(=O)O)C=CC(=C1)F (2-amino-4-fluorobenzoic acid), C(=O)(Cl)Cl (phosgene). Run in mixed solvent. Conditions: time 1 hour. Product: FC=1C=C2C(C(=O)OC(N2)=O)=CC1 (4-fluoroisatoic anhydride). The yield is 100.0%. RXN SMILES: [NH2:1][C:2]1[CH:10]=[C:9]([F:11])[CH:8]=[CH:7][C:3]=1[C:4]([OH:6])=[O:5].[C:12](Cl)(Cl)=[O:13]>>[F:11][C:9]1[CH:10]=[C:2]2[NH:1][C:12](=[O:13])[O:6][C:4](=[O:5])[C:3]2=[CH:7][CH:8]=1. Reported procedure: To a solution of 2-amino-4-fluorobenzoic acid (4.65 g) in 50 mL of mixed solvent (10:1=toluene:tetrahydrofuran) was added phosgene (4.46 g, 1.93M solution of toluene ) dropwise via a drop funnel. The mixture was stirred at room temperature for 1 hour and then heated to reflux over night. The mixture was concentrated to about 10 mL and cooled in refrigerator. The precipitate was filtered, washed with ether (5 mL×2) and air-dried to give the title compound (5.43 g) as a white solid having the foll... The reactants are CN1CCC(N(C)c2ccc([N+](=O)[O-])cc2C(F)(F)F)CC1, CCO. Yields the product CN1CCC(N(C)c2ccc(N)cc2C(F)(F)F)CC1. As a reaction SMILES: [CH3:1][N:2]([c:3]1[c:4]([C:12]([F:13])([F:14])[F:15])[cH:5][c:6]([N+:9]([O-:10])=[O:11])[cH:7][cH:8]1)[CH:16]1[CH2:17][CH2:18][N:19]([CH3:22])[CH2:20][CH2:21]1.[CH3:23][CH2:24][OH:25]>>[CH3:1][N:2]([c:3]1[c:4]([C:12]([F:13])([F:14])[F:15])[cH:5][c:6]([NH2:9])[cH:7][cH:8]1)[CH:16]1[CH2:17][CH2:18][N:19]([CH3:22])[CH2:20][CH2:21]1.